Dataset: the Open Reaction Database (ORD), a public repository of structured organic reaction records. Task: describe an organic reaction: reactants, conditions, products, and yield Reactants: ClCC(CC(=O)OCC)=O (ethyl 4-chloroacetoacetate), N(=[N+]=[N-])CCCCO (4-azidobutanol), [H-].[Na+] (sodium hydride), Cl (hydrochloric acid). Solvent: O1CCCC1 (tetrahydrofuran), C(C)#N (acetonitrile), O1CCCC1 (tetrahydrofuran), O1CCCC1 (tetrahydrofuran), O (water). Conditions: time 30 minute. Product: N(=[N+]=[N-])CCCCOCC(CC(=O)OCC)=O (ethyl 4-(4-azidobutoxy)acetoacetate). Yield: 31.4%. RXN SMILES: [N:1]([CH2:4][CH2:5][CH2:6][CH2:7][OH:8])=[N+:2]=[N-:3].[H-].[Na+].Cl[CH2:12][C:13](=[O:20])[CH2:14][C:15]([O:17][CH2:18][CH3:19])=[O:16].Cl>O1CCCC1.C(#N)C.O>[N:1]([CH2:4][CH2:5][CH2:6][CH2:7][O:8][CH2:12][C:13](=[O:20])[CH2:14][C:15]([O:17][CH2:18][CH3:19])=[O:16])=[N+:2]=[N-:3] |f:1.2|. Procedure details: A solution of 4-azidobutanol (6.8 g) in tetrahydrofuran (100 ml) was added dropwise over 30 minutes to a suspension of sodium hydride (5.4 g; 60% dispersion in oil) in tetrahydrofuran (100 ml). The mixture was stirred at room temperature for 30 minutes and then treated with a solution of ethyl 4-chloroacetoacetate (9.7 g) in tetrahydrofuran (150 ml) dropwise over 30 minutes. The mixture was stirred at room temperature for 16 hours, poured into water and the pH adjusted to 3-4 with 2M hydrochlori...